From a dataset of the Open Reaction Database (ORD), a public repository of structured organic reaction records. describe an organic reaction: reactants, conditions, products, and yield Starting materials: FC(C1=CC=C(C=C1)C(C(=O)C1=CC=C(C=C1)C(F)(F)F)=O)(F)F (1,2-bis(4-(trifluoromethyl)phenyl)ethane-1,2-dione), N1=C(C(=CC=C1)N)N (pyridine-2,3-diamine). The product is FC(C1=CC=C(C=C1)C=1N=C2C(=NC1C1=CC=C(C=C1)C(F)(F)F)NCCC2)(F)F (2,3-Bis(4-(trifluoromethyl)phenyl)-5,6,7,8-tetrahydropyrido[2,3-b]pyrazine). Reaction SMILES: [F:1][C:2]([F:24])([F:23])[C:3]1[CH:8]=[CH:7][C:6]([C:9](=O)[C:10]([C:12]2[CH:17]=[CH:16][C:15]([C:18]([F:21])([F:20])[F:19])=[CH:14][CH:13]=2)=O)=[CH:5][CH:4]=1.[N:25]1[CH:30]=[CH:29][CH:28]=[C:27]([NH2:31])[C:26]=1[NH2:32]>>[F:1][C:2]([F:24])([F:23])[C:3]1[CH:8]=[CH:7][C:6]([C:9]2[N:31]=[C:27]3[CH2:28][CH2:29][CH2:30][NH:25][C:26]3=[N:32][C:10]=2[C:12]2[CH:17]=[CH:16][C:15]([C:18]([F:21])([F:20])[F:19])=[CH:14][CH:13]=2)=[CH:5][CH:4]=1. Procedure details: The title compound was prepared from 1,2-bis(4-(trifluoromethyl)phenyl)ethane-1,2-dione (this may be prepared according to the procedure of Bioorganic & Medicinal Chemistry Letters (2007), 17(21), 5825-5830) and pyridine-2,3-diamine analogously to Intermediate E; The reactants are C(#N)C(CC(=O)O)C1=CC=CC=C1 (3-cyano-3-phenylpropanoic acid), Cl.NC1=NC(=CC(=N1)C1=CC=C2CCN(CC2=C1)C(=O)OC1CCNCC1)N1CCN(CC1)C (piperidin-4-yl 7-[2-amino-6-(4-methylpiperazin-1-yl)pyrimidin-4-yl]-3,4-dihydroisoquinoline-2(1H)-carboxylate HCl salt). Product: NC1=NC(=CC(=N1)C1=CC=C2CCN(CC2=C1)C(CC(C#N)C1=CC=CC=C1)=O)N1CCN(CC1)C (4-[7-[2-amino-6-(4-methylpiperazin-1-yl)pyrimidin-4-yl]-3,4-dihydroisoquinolin-2(1H)-yl]-4-oxo-2-phenylbutanenitrile). As a reaction SMILES: [C:1]([CH:3]([C:8]1[CH:13]=[CH:12][CH:11]=[CH:10][CH:9]=1)[CH2:4][C:5]([OH:7])=O)#[N:2].Cl.[NH2:15][C:16]1[N:21]=[C:20]([C:22]2[CH:31]=[C:30]3[C:25]([CH2:26][CH2:27][N:28](C(OC4CCNCC4)=O)[CH2:29]3)=[CH:24][CH:23]=2)[CH:19]=[C:18]([N:41]2[CH2:46][CH2:45][N:44]([CH3:47])[CH2:43][CH2:42]2)[N:17]=1>>[NH2:15][C:16]1[N:21]=[C:20]([C:22]2[CH:31]=[C:30]3[C:25]([CH2:26][CH2:27][N:28]([C:5](=[O:7])[CH2:4][CH:3]([C:8]4[CH:13]=[CH:12][CH:11]=[CH:10][CH:9]=4)[C:1]#[N:2])[CH2:29]3)=[CH:24][CH:23]=2)[CH:19]=[C:18]([N:41]2[CH2:42][CH2:43][N:44]([CH3:47])[CH2:45][CH2:46]2)[N:17]=1 |f:1.2|. Procedure details: This compound was prepared by using procedures analogous to those described for the synthesis of Example 120, Step 4 starting from 3-cyano-3-phenylpropanoic acid and piperidin-4-yl 7-[2-amino-6-(4-methylpiperazin-1-yl)pyrimidin-4-yl]-3,4-dihydroisoquinoline-2(1H)-carboxylate HCl salt. Analytic LCMS (M+H)+: m/z=482.1. Starting materials: CCOC(=O)C(C)(C)CC=C(C)C, CC(=O)O, CCCCCC, COP(C)(=O)OC, [Li]CCCC, C1CCOC1. The product is COP(=O)(CC(=O)C(C)(C)CC=C(C)C)OC. RXN SMILES: [CH2:13]([O:15][C:16](=[O:14])[C:17]([CH2:18][CH:19]=[C:20]([CH3:21])[CH3:22])([CH3:23])[CH3:24])[CH3:25].[CH3:26][C:27](=[O:28])[OH:29].[CH3:30][CH2:31][CH2:32][CH2:33][CH2:34][CH3:35].[CH3:6][O:7][P:8]([O:9][CH3:10])(=[O:11])[CH3:12].[Li:1][CH2:2][CH2:3][CH2:4][CH3:5].[O:36]1[CH2:37][CH2:38][CH2:39][CH2:40]1>>[CH3:6][O:7][P:8]([O:9][CH3:10])(=[O:11])[CH2:12][C:16](=[O:15])[C:17]([CH2:18][CH:19]=[C:20]([CH3:21])[CH3:22])([CH3:23])[CH3:24]. Reactants: COC(C1=CC=C(C=C1)\C=C\C=1C=CC2=C(SCCCC2(C)COCC)C1)=O ((E)-4-[2-(5-ethoxymethyl-5-methyl-2,3,4,5-tetrahydrobenzo[b]thiepin-8-yl)-vinyl]-benzoic acid methyl ester), [OH-].[Na+] (NaOH). Run in C1CCOC1.C(C)O (THF ethanol). Reaction conditions: time 18 hour. The product is C(C)OCC1(C2=C(SCCC1)C=C(C=C2)/C=C/C2=CC=C(C(=O)O)C=C2)C ((E)-4-[2-(5-ethoxymethyl-5-methyl-2,3,4,5-tetrahydrobenzo[b]thiepin-8-yl)-vinyl]-benzoic acid). Isolated yield 89.0%. Reaction SMILES: C[O:2][C:3](=[O:28])[C:4]1[CH:9]=[CH:8][C:7](/[CH:10]=[CH:11]/[C:12]2[CH:13]=[CH:14][C:15]3[C:21]([CH2:23][O:24][CH2:25][CH3:26])([CH3:22])[CH2:20][CH2:19][CH2:18][S:17][C:16]=3[CH:27]=2)=[CH:6][CH:5]=1.[OH-].[Na+]>C1COCC1.C(O)C>[CH2:25]([O:24][CH2:23][C:21]1([CH3:22])[CH2:20][CH2:19][CH2:18][S:17][C:16]2[CH:27]=[C:12](/[CH:11]=[CH:10]/[C:7]3[CH:6]=[CH:5][C:4]([C:3]([OH:28])=[O:2])=[CH:9][CH:8]=3)[CH:13]=[CH:14][C:15]1=2)[CH3:26] |f:1.2,3.4|. Procedure: 406 mg (0.99 mmol) of (E)-4-[2-(5-ethoxymethyl-5-methyl-2,3,4,5-tetrahydrobenzo[b]thiepin-8-yl)-vinyl]-benzoic acid methyl ester was dissolved in 4 ml of THF/ethanol=1/1 and treated with 1.32 ml of 3N NaOH(4 eq). The reaction flask was kept in the dark and stirring continued for 18 h at room temperature. The mixture was then poured onto crushed ice/diluted HCl, extracted twice with ethylacetate, the organic phase was washed with a small amount of water, dried over magnesium sulfate, filtrated an... The reactants are Cl.CO (hydrochloric acid methanol), C(C)(=O)NC(C)C1=CC=C(C(=O)O)C=C1 ((+)-4-(1-acetamidoethyl)benzoic acid), [H][H] (hydrogen), ice water, C(C)(=O)NC(C)C1CCC(CC1)C(=O)O ((+)-4-(1-acetamidoethyl)cyclohexanecarboxylic acid). Reagents/catalysts: [C].[Ru] (ruthenium carbon). The solvent is CO (methanol), N (ammonia). Run at time 3 hour. Yields the product C(C)(=O)NC(C)C1CCC(CC1)C(=O)OC (methyl (+)-4-(1-acetamidoethyl)cyclohexanecarboxylate). RXN SMILES: [C:1]([NH:4][CH:5]([C:7]1[CH:15]=[CH:14][C:10]([C:11]([OH:13])=[O:12])=[CH:9][CH:8]=1)[CH3:6])(=[O:3])[CH3:2].[H][H].[C:18](NC(C1CCC(C(O)=O)CC1)C)(=O)C.Cl.CO>N.[C].[Ru].CO>[C:1]([NH:4][CH:5]([CH:7]1[CH2:15][CH2:14][CH:10]([C:11]([O:13][CH3:18])=[O:12])[CH2:9][CH2:8]1)[CH3:6])(=[O:3])[CH3:2] |f:3.4,6.7|. Reported procedure: A solution (220 ml) of (+)-4-(1-acetamidoethyl)benzoic acid (51.2 g) and 5% ruthenium carbon (35.4 g) in 28% aqueous ammonia was stirred in an autoclave at initial hydrogen pressure of 70 atm and at 90° C. for 3 hours and then at 150° C. for 3 hours. After completion of the reaction, the catalyst was filtered off and the filtrate was concentrated under reduced pressure to give 53.5 g of a cis- and trans- mixture of (+)-4-(1-acetamidoethyl)cyclohexanecarboxylic acid. Then, a solution of 31% hydro...